From a dataset of the Open Reaction Database (ORD), a public repository of structured organic reaction records. describe an organic reaction: reactants, conditions, products, and yield Reactants: COC(=O)C1CCC2=CC=C(C=C12)OC (6-methoxy-indane-1-carboxylic acid methyl ester), ClC1=CC=C(C(=O)Cl)C=C1 (p-chlorobenzoyl chloride). The product is COC(=O)C1CCC2=CC(=C(C=C12)O)C(C1=CC=C(C=C1)Cl)=O (5-(p-chlorobenzoyl)-6-hydroxy-indane-1-carboxylic acid methyl ester), ether-petroleum ether. Reaction SMILES: [CH3:1][O:2][C:3]([CH:5]1[C:13]2[C:8](=[CH:9][CH:10]=[C:11]([O:14]C)[CH:12]=2)[CH2:7][CH2:6]1)=[O:4].[Cl:16][C:17]1[CH:25]=[CH:24][C:20]([C:21](Cl)=[O:22])=[CH:19][CH:18]=1>>[CH3:1][O:2][C:3]([CH:5]1[C:13]2[C:8](=[CH:9][C:10]([C:21](=[O:22])[C:20]3[CH:24]=[CH:25][C:17]([Cl:16])=[CH:18][CH:19]=3)=[C:11]([OH:14])[CH:12]=2)[CH2:7][CH2:6]1)=[O:4]. Procedure details: Analogously to the process described in Example 5, 19 g of 6-methoxy-indane-1-carboxylic acid methyl ester and 48 g of p-chlorobenzoyl chloride give 5-(p-chlorobenzoyl)-6-hydroxy-indane-1-carboxylic acid methyl ester of melting point 96°-98° C (from ether-petroleum ether. Reactants: [BH4-], CC(=O)O, CO, CC(=O)CSc1nnc(N)s1, [Na+], O, O. Product: CC(O)CSc1nnc(N)s1. As a reaction SMILES: [BH4-:12].[C:18]([OH:19])(=[O:20])[CH3:21].[CH3:14][OH:15].[NH2:1][c:2]1[n:3][n:4][c:5]([S:7][CH2:8][C:9]([CH3:10])=[O:11])[s:6]1.[Na+:13].[OH2:16].[OH2:17]>>[NH2:1][c:2]1[n:3][n:4][c:5]([S:7][CH2:8][CH:9]([CH3:10])[OH:11])[s:6]1. The reactants are CC(C)(C)OC(=O)N1CCNCC1, CS(=O)(=O)C1=CC=C(C=C1)COC2=NC=C(C=C2)Br. The reagents and catalysts are CC(C)(C)[O-].[Na+], C1=CC=C(C=C1)P(C2=CC=CC=C2)C3=C(C4=CC=CC=C4C=C3)C5=C(C=CC6=CC=CC=C65)P(C7=CC=CC=C7)C8=CC=CC=C8, C1=CC=C(C=C1)/C=C/C(=O)/C=C/C2=CC=CC=C2.C1=CC=C(C=C1)/C=C/C(=O)/C=C/C2=CC=CC=C2.C1=CC=C(C=C1)/C=C/C(=O)/C=C/C2=CC=CC=C2.[Pd].[Pd]. Run in CC1=CC=CC=C1. Conditions: temperature 80 celsius. Yields the product CC(C)(C)OC(=O)N1CCN(CC1)C2=CN=C(C=C2)OCC3=CC=C(C=C3)S(=O)(=O)C. Isolated yield 42.6%. Procedure: 2,2'-bis(diphenylphosphino)-1,1'-binaphthyl (48.3 mg, 0.08 mmol) was added in one portion to 5-bromo-2-(4-(methylsulfonyl)benzyloxy)pyridine (257.9 mg, 0.75 mmol), tert-butyl piperazine-1-carboxylate (160.9 mg, 0.86 mmol), TRIS(DIBENZYLIDENEACETONE)DIPALLADIUM(0) (51.1 mg, 0.06 mmol) and sodium 2-methylpropan-2-olate (120.1 mg, 1.25 mmol) in toluene (10 mL). N2 was bubbled through the solvent for 15 minutes.The resulting mixture was stirred at 80 °C for over night under N2.The reaction mixture w...